This data is from the Open Reaction Database (ORD), a public repository of structured organic reaction records. The task is: describe an organic reaction: reactants, conditions, products, and yield Starting materials: COc1ccc(NC(=O)Nc2ccc(Oc3ccnc4cc([O-])c(C#N)cc34)cc2)cc1, O=C([O-])[O-], CN(C)C=O, ClCCCN1CCOCC1, [K+], [K+], [Na+]. Product: COc1ccc(NC(=O)Nc2ccc(Oc3ccnc4cc(OCCCN5CCOCC5)c(C#N)cc34)cc2)cc1. Reaction SMILES: [C:1](#[N:2])[c:3]1[cH:4][c:5]2[c:6]([O:14][c:15]3[cH:16][cH:17][c:18]([NH:21][C:22](=[O:23])[NH:24][c:25]4[cH:26][cH:27][c:28]([O:31][CH3:32])[cH:29][cH:30]4)[cH:19][cH:20]3)[cH:7][cH:8][n:9][c:10]2[cH:11][c:12]1[O-:13].[C:34](=[O:35])([O-:36])[O-:37].[CH3:50][N:51]([CH3:52])[CH:53]=[O:54].[Cl:40][CH2:41][CH2:42][CH2:43][N:44]1[CH2:45][CH2:46][O:47][CH2:48][CH2:49]1.[K+:38].[K+:39].[Na+:33]>>[C:1](#[N:2])[c:3]1[cH:4][c:5]2[c:6]([O:14][c:15]3[cH:16][cH:17][c:18]([NH:21][C:22](=[O:23])[NH:24][c:25]4[cH:26][cH:27][c:28]([O:31][CH3:32])[cH:29][cH:30]4)[cH:19][cH:20]3)[cH:7][cH:8][n:9][c:10]2[cH:11][c:12]1[O:13][CH2:41][CH2:42][CH2:43][N:44]1[CH2:45][CH2:46][O:47][CH2:48][CH2:49]1. The reactants are NC1=N[C@](C(C(N1C)=O)(C)C)(C)C1=C(C=CC(=C1)N)F ((S)-2-amino-6-(5-amino-2-fluoro-phenyl)-3,5,5,6-tetramethyl-5,6-dihydro-3H-pyrimidin-4-one), [B][B][B][B][B][B][B][B][B][B] (decaborane), NC1=N[C@](C(C(N1C)=O)(C)C)(C)C1=C(C=CC(=C1)N)F ((S)-2-amino-6-(5-amino-2-fluoro-phenyl)-3,5,5,6-tetramethyl-5,6-dihydro-3H-pyrimidin-4-one), O=C1C2CC(C(C1)C2)OC(C)=O (rac-acetic acid 5-oxo-bicyclo[2.2.1]hept-2-yl ester). Product: NC=1N(C(C([C@@](N1)(C)C=1C=C(C=CC1F)NC1C2CC(C(C1)C2)OC(C)=O)(C)C)=O)C (Acetic acid 5-[3-((S)-2-amino-1,4,5,5-tetramethyl-6-oxo-1,4,5,6-tetrahydro-pyrimidin-4-yl)-4-fluoro-phenylamino]-bicyclo[2.2.1]hept-2-yl ester). As a reaction SMILES: [NH2:1][C:2]1[N:7]([CH3:8])[C:6](=[O:9])[C:5]([CH3:11])([CH3:10])[C@:4]([C:13]2[CH:18]=[C:17]([NH2:19])[CH:16]=[CH:15][C:14]=2[F:20])([CH3:12])[N:3]=1.O=[C:22]1[CH2:27][CH:26]2[CH2:28][CH:23]1[CH2:24][CH:25]2[O:29][C:30](=[O:32])[CH3:31].[B][B][B][B][B][B][B][B][B][B]>>[NH2:1][C:2]1[N:7]([CH3:8])[C:6](=[O:9])[C:5]([CH3:10])([CH3:11])[C@:4]([C:13]2[CH:18]=[C:17]([NH:19][CH:22]3[CH2:27][CH:26]4[CH2:28][CH:23]3[CH2:24][CH:25]4[O:29][C:30](=[O:32])[CH3:31])[CH:16]=[CH:15][C:14]=2[F:20])([CH3:12])[N:3]=1 |^3:32,41,^1:33,34,35,36,37,38,39,40|. Procedure: The reductive amination of (S)-2-amino-6-(5-amino-2-fluoro-phenyl)-3,5,5,6-tetramethyl-5,6-dihydro-3H-pyrimidin-4-one (intermediate J) and rac-acetic acid 5-oxo-bicyclo[2.2.1]hept-2-yl ester (prepared as in J. Meinwald et al., Tetrahedron 1962, 18, 815-820) using decaborane yielded a mixture of isomers of the title compound as a white foam. MS (ESI): m/z=431.4 [M+H]+. Starting materials: CO, O=C1OCCC1Cc1ccccc1OCC1CO1, c1ccc2cc(C3CCNCC3)ccc2c1. Yields the product O=C1OCCC1Cc1ccccc1OCC(O)CN1CCC(c2ccc3ccccc3c2)CC1. Reaction SMILES: [CH3:35][OH:36].[O:1]1[CH:2]([CH2:3][O:4][c:5]2[c:6]([CH2:7][CH:8]3[C:9](=[O:10])[O:11][CH2:12][CH2:13]3)[cH:14][cH:15][cH:16][cH:17]2)[CH2:18]1.[cH:19]1[c:20]([CH:29]2[CH2:30][CH2:31][NH:32][CH2:33][CH2:34]2)[cH:21][cH:22][c:23]2[cH:24][cH:25][cH:26][cH:27][c:28]12>>[OH:1][CH:2]([CH2:3][O:4][c:5]1[c:6]([CH2:7][CH:8]2[C:9](=[O:10])[O:11][CH2:12][CH2:13]2)[cH:14][cH:15][cH:16][cH:17]1)[CH2:18][N:32]1[CH2:31][CH2:30][CH:29]([c:20]2[cH:19][c:28]3[c:23]([cH:22][cH:21]2)[cH:24][cH:25][cH:26][cH:27]3)[CH2:34][CH2:33]1. Procedure: 2-Cyano-3-{4-[2-(4-methanesulfonyloxyphenyl)ethoxy]phenyl}acrylic acid ethyl ester (described in Example 6) (0.201 g; 0.483 mmole), lithium hydroxide (0.04 g; 1.67 mmole), methanol (2.3 ml) and water (2.3 ml) was stirred at 40° C. for 23 hours. More water was added, methanol was removed by evaporation in vacuo and the mixture was acidified using potassium hydrogen sulfate. The mixture was extracted with ethyl acetate and the organic phase was dried (sodium sulfate), filtered and evaporated in va... Product: C(#N)C(C(=O)O)=CC1=CC=C(C=C1)OCCC1=CC=C(C=C1)OS(=O)(=O)C (2-cyano-3-{4-[2-(4-methanesulfonyloxyphenyl)ethoxy]-phenyl}acrylic acid), C(#N)C(C(=O)O)=CC1=CC=C(C=C1)OCCC1=CC=C(C=C1)O (2-cyano-3-{4-[2-(4-hydroxyphenyl)ethoxy]phenyl}-acrylic acid). The solvent is O (water), O (water). RXN SMILES: C([O:3][C:4](=[O:29])[C:5]([C:27]#[N:28])=[CH:6][C:7]1[CH:12]=[CH:11][C:10]([O:13][CH2:14][CH2:15][C:16]2[CH:21]=[CH:20][C:19]([O:22][S:23]([CH3:26])(=[O:25])=[O:24])=[CH:18][CH:17]=2)=[CH:9][CH:8]=1)C.[OH-].[Li+].CO>O>[C:27]([C:5](=[CH:6][C:7]1[CH:8]=[CH:9][C:10]([O:13][CH2:14][CH2:15][C:16]2[CH:21]=[CH:20][C:19]([O:22][S:23]([CH3:26])(=[O:25])=[O:24])=[CH:18][CH:17]=2)=[CH:11][CH:12]=1)[C:4]([OH:29])=[O:3])#[N:28].[C:27]([C:5](=[CH:6][C:7]1[CH:12]=[CH:11][C:10]([O:13][CH2:14][CH2:15][C:16]2[CH:21]=[CH:20][C:19]([OH:22])=[CH:18][CH:17]=2)=[CH:9][CH:8]=1)[C:4]([OH:29])=[O:3])#[N:28] |f:1.2|. Starting materials: C(C)OC(C(=CC1=CC=C(C=C1)OCCC1=CC=C(C=C1)OS(=O)(=O)C)C#N)=O (2-cyano-3-{4-[2-(4-methanesulfonyloxyphenyl)ethoxy]phenyl}acrylic acid ethyl ester), [OH-].[Li+] (lithium hydroxide), CO (methanol). The reactants are ClC1=CC=C(C=C1)C(C(C)(O)C)CC1=CC=C(C=C1)Cl (3,4-Bis(4-chlorophenyl)-2-methyl-2-butanol), ClCC#N (chloroacetonitrile), S(O)(O)(=O)=O (sulfuric acid). Solvent: C(C)(=O)O (acetic acid). Conditions: temperature -10 celsius, time 2 hour. Product: ClC1=CC=C(C=C1)C(C(C)(C)NC(CCl)=O)CC1=CC=C(C=C1)Cl (N-[2,3-Bis(4-chlorophenyl)-1,1-dimethylpropyl]chloroacetamide). Reaction SMILES: [Cl:1][C:2]1[CH:7]=[CH:6][C:5]([CH:8]([CH2:13][C:14]2[CH:19]=[CH:18][C:17]([Cl:20])=[CH:16][CH:15]=2)[C:9]([CH3:12])(O)[CH3:10])=[CH:4][CH:3]=1.[Cl:21][CH2:22][C:23]#[N:24].S(=O)(=O)(O)[OH:26]>C(O)(=O)C>[Cl:1][C:2]1[CH:7]=[CH:6][C:5]([CH:8]([CH2:13][C:14]2[CH:19]=[CH:18][C:17]([Cl:20])=[CH:16][CH:15]=2)[C:9]([NH:24][C:23](=[O:26])[CH2:22][Cl:21])([CH3:12])[CH3:10])=[CH:4][CH:3]=1. Procedure details: To a solution of 3,4-bis(4-chlorophenyl)-2-methyl-2-butanol (Step B, 1.4 g, 4.5 mmol) and chloroacetonitrile (0.57 mL, 9.1 mmol) in acetic acid (0.7 mL) at −10° C. was added concentrated sulfuric acid (0.31 mL, 14 mmol). After stirring at −10° C. for 15 min and room temperature for 2 h, the reaction mixture was poured onto ice (20 g), and the product was extracted with EtOAc (3×20 mL). The combined extracts were washed with brine/saturated aqueous sodium bicarbonate, dried over anhydrous MgSO4, ... Reactants: FC(S(=O)(=O)O)(F)F (trifluoromethanesulphonic acid), FC(S(=O)(=O)O)(F)F (Trifluoromethanesulphonic acid), epsilon-lactone, OC1=C(C(=O)CCC(=O)O)C(=CC(=C1)C)C (3-(2-hydroxy-4,6-dimethylbenzoyl)propionic acid), OC1=C(C(=O)CCC(=O)O)C(=CC(=C1)C)C (3-(2-hydroxy-4,6-dimethylbenzoyl)propionic acid), C(C)[SiH](CC)CC (triethylsilane), C(O)([O-])=O.[Na+] (sodium hydrogen carbonate), C(C)[SiH](CC)CC (triethylsilane). Solvent: ClCCl (dichloromethane), ClCCl (dichloromethane), ClCCl (dichloromethane), ClCCl (dichloromethane), ClCCl (dichloromethane). Conditions: time 5 minute. Yields the product epsilon-lactone, OC1=C(C(=CC(=C1)C)C)CCCC(=O)O (4-(2-hydroxy-4,6-dimethylphenyl)butyric acid). As a reaction SMILES: FC(F)(F)S(O)(=O)=O.[OH:9][C:10]1[CH:22]=[C:21]([CH3:23])[CH:20]=[C:19]([CH3:24])[C:11]=1[C:12]([CH2:14][CH2:15][C:16]([OH:18])=[O:17])=O.C([SiH](CC)CC)C.C(=O)([O-])O.[Na+]>ClCCl>[OH:9][C:10]1[CH:22]=[C:21]([CH3:23])[CH:20]=[C:19]([CH3:24])[C:11]=1[CH2:12][CH2:14][CH2:15][C:16]([OH:18])=[O:17] |f:3.4|. Reported procedure: Trifluoromethanesulphonic acid (0.2 ml, 2.3 mM) in dichloromethane (0.5 ml) was added dropwise to a solution of the epsilon-lactone of 3-(2-hydroxy-4,6-dimethylbenzoyl)propionic acid, [m.p. 77° C.; prepared by the method described in Acta. Chem. Scand. 1972, 26, 2372, but starting from 3-(2-hydroxy-4,6-dimethylbenzoyl)propionic acid, itself prepared as described in Liebigs Ann. Chem. 1985, 560] in dichloromethane (1 ml) at 0° C. under argon, followed by a solution of triethylsilane (200 mg, 1.7 ... Starting materials: COC1=CC(N(CC1)CC=1N=CN(C1C)C(C1=CC=CC=C1)(C1=CC=CC=C1)C1=CC=CC=C1)=O (5,6-dihydro-4-methoxy-1-[[5-methyl-1-(triphenylmethyl)-1H-imidazol-4yl]methyl]-2(1H)-pyridinone), Cl (hydrochloric acid). Solvent: C1CCOC1 (THF). Run at time 1 hour. Product: O=C1N(CCC(C1)=O)CC=1N=CNC1C (2,4-Dioxo-1-[(5-methyl- 1H-imidazol-4-yl)methyl]piperidine). Isolated yield 62.2%. Reaction SMILES: C[O:2][C:3]1[CH2:8][CH2:7][N:6]([CH2:9][C:10]2[N:11]=[CH:12][N:13](C(C3C=CC=CC=3)(C3C=CC=CC=3)C3C=CC=CC=3)[C:14]=2[CH3:15])[C:5](=[O:35])[CH:4]=1.Cl>C1COCC1>[O:35]=[C:5]1[CH2:4][C:3](=[O:2])[CH2:8][CH2:7][N:6]1[CH2:9][C:10]1[N:11]=[CH:12][NH:13][C:14]=1[CH3:15]. Procedure: To a solution of 5,6-dihydro-4-methoxy-1-[[5-methyl-1-(triphenylmethyl)-1H-imidazol-4yl]methyl]-2(1H)-pyridinone (500 mg) in THF (4 ml) was added hydrochloric acid (5M; 1 ml), and the mixture was stirred at 50° for 1 h. The solvent was removed in vacuo, triethylamine (1 ml) was added, and the mixture was again evaporated to dryness. FCC of the residue eluting with ethyl acetate:methanol:triethylamine (8:4:1) gave the title compound (139 mg), m.p. 100°-106° (decomp.). The reactants are C1CCNCC1, ClCCCl, C=CCOc1ccc(C(=O)O)cc1O, CN(C)C=O. The product is C=CCOc1ccc(C(N)=O)cc1O. RXN SMILES: [CH2:1]1[CH2:2][CH2:3][NH:4][CH2:5][CH2:6]1.[CH2:21]([Cl:22])[CH2:23][Cl:24].[CH2:7]([CH:8]=[CH2:9])[O:10][c:11]1[c:12]([OH:20])[cH:13][c:14]([C:15](=[O:16])[OH:17])[cH:18][cH:19]1.[O:25]=[CH:26][N:27]([CH3:28])[CH3:29]>>[NH2:4][C:15]([c:14]1[cH:13][c:12]([OH:20])[c:11]([O:10][CH2:7][CH:8]=[CH2:9])[cH:19][cH:18]1)=[O:16]. Reactants: FC(C(I)(F)F)(F)F (pentafluoroiodoethane), C[Li].[Br-].[Li+] (methyllithium lithium bromide), BrC=1C=C(C=CC1)C=CC(=O)N(C)OC (3-(3-bromo-phenyl)-N-methoxy-N-methylacrylamide). Reaction conditions: time 20 minute. Yields the product BrC=1C=C(C=CC1)C=CC(C(C(F)(F)F)(F)F)=O (1-(3-bromo-phenyl)-4,4,5,5,5-pentafluoro-pent-1-en-3-one). Yield: 85.3%. As a reaction SMILES: [F:1][C:2]([F:8])([F:7])[C:3]([F:6])([F:5])I.C[Li].[Br-].[Li+].[Br:13][C:14]1[CH:15]=[C:16]([CH:20]=[CH:21][C:22](N(OC)C)=[O:23])[CH:17]=[CH:18][CH:19]=1>>[Br:13][C:14]1[CH:15]=[C:16]([CH:20]=[CH:21][C:22](=[O:23])[C:3]([F:6])([F:5])[C:2]([F:8])([F:7])[F:1])[CH:17]=[CH:18][CH:19]=1 |f:1.2.3|. Procedure details: To a saturated solution of pentafluoroiodoethane (0.84 M, in diethyl ether) (102.0 mL, 85.5 mmol), was slowly added a solution of methyllithium/lithium bromide (1.5 M, in diethyl ether) (57.0 mL, 85.5 mmol) under nitrogen atmosphere at −78° C. The reaction mixture was stirred for 20 minutes and then a solution of 3-(3-bromo-phenyl)-N-methoxy-N-methylacrylamide (7.7 g, 28.5 mmol, in diethyl ether 50.0 mL) prepared in Step 1 of Preparation 4 was slowly added thereto at −78° C. The reaction mixture... The reactants are C(C)OC(=O)C(C)(C)ON=C(C(=O)O)C=1OC=CC1 (2-(2-Ethoxycarbonylprop-2-yloxyimino)-2-(fur-2-yl) acetic acid), N (ammonia), ClCCl (dichloromethane). Reaction conditions: time 22 hour. Product: NC(=O)C(C)(C)ON=C(C(=O)O)C=1OC=CC1 (2-(2-Aminocarbonylprop-2-yloxyimino)-2-(fur-2-yl)acetic acid). The yield is 77.0%. Reaction SMILES: C([O:3][C:4]([C:6]([O:9][N:10]=[C:11]([C:15]1[O:16][CH:17]=[CH:18][CH:19]=1)[C:12]([OH:14])=[O:13])([CH3:8])[CH3:7])=O)C.ClCCl.[NH3:23]>>[NH2:23][C:4]([C:6]([O:9][N:10]=[C:11]([C:15]1[O:16][CH:17]=[CH:18][CH:19]=1)[C:12]([OH:14])=[O:13])([CH3:8])[CH3:7])=[O:3]. Procedure details: 2-(2-Ethoxycarbonylprop-2-yloxyimino)-2-(fur-2-yl) acetic acid (syn isomer) (2.0 g) was dissolved in concentrated aqueous ammonia (50 ml) and the solution stood at room temperature for 22 hours. Most of the ammonia was removed by evaporation and the solution was then acidified with concentrated hydrochloric acid and extracted with ether. The ether extracts were washed with brine and dried and the solvent was removed to give a white solid. Trituration with dichloromethane gave the title compound ...